Task: describe an organic reaction: reactants, conditions, products, and yield. Dataset: the Open Reaction Database (ORD), a public repository of structured organic reaction records Product: COCCOCOC1=CC=C(C(=O)NC[C@@H](C(=O)OC)N2CCN(CC2)S(=O)(=O)C(C)C)C=C1 (methyl (S)-3-[4-(2-methoxyethoxy-methoxy)benzoylamino]-2-[4-(propane-2-sulphonyl)-piperazin-1-yl]propanoate). Isolated yield 66.5%. RXN SMILES: [CH3:1][CH:2]([S:4](Cl)(=[O:6])=[O:5])[CH3:3].[CH3:8][O:9][CH2:10][CH2:11][O:12][CH2:13][O:14][C:15]1[CH:35]=[CH:34][C:18]([C:19]([NH:21][CH2:22][C@H:23]([N:28]2[CH2:33][CH2:32][NH:31][CH2:30][CH2:29]2)[C:24]([O:26][CH3:27])=[O:25])=[O:20])=[CH:17][CH:16]=1>>[CH3:8][O:9][CH2:10][CH2:11][O:12][CH2:13][O:14][C:15]1[CH:35]=[CH:34][C:18]([C:19]([NH:21][CH2:22][C@H:23]([N:28]2[CH2:29][CH2:30][N:31]([S:4]([CH:2]([CH3:3])[CH3:1])(=[O:6])=[O:5])[CH2:32][CH2:33]2)[C:24]([O:26][CH3:27])=[O:25])=[O:20])=[CH:17][CH:16]=1. Procedure: In a manner similar to example 2-1, starting from 0.2 ml (1.9 mmol) of 2-propanesulphonyl chloride and from 0.7 g (1.8 mmol) of methyl (S)-3-[4-(2-methoxy-ethoxymethoxy)benzoylamino]-2-piperazin-1-ylpropanoate, 0.6 g (68%) of methyl (S)-3-[4-(2-methoxyethoxy-methoxy)benzoylamino]-2-[4-(propane-2-sulphonyl)-piperazin-1-yl]propanoate is obtained in the form of a colourless oil. The reactants are CC(C)S(=O)(=O)Cl (2-propanesulphonyl chloride), COCCOCOC1=CC=C(C(=O)NC[C@@H](C(=O)OC)N2CCNCC2)C=C1 (methyl (S)-3-[4-(2-methoxy-ethoxymethoxy)benzoylamino]-2-piperazin-1-ylpropanoate). Reactants: CO, [Li+], CCn1c(-c2nonc2N)nc2cnc(Cc3cccc(C(=O)OC)c3)cc21, [OH-], O. The product is CCn1c(-c2nonc2N)nc2cnc(Cc3cccc(C(=O)O)c3)cc21. RXN SMILES: [CH3:31][OH:32].[Li+:30].[NH2:1][c:2]1[c:3](-[c:7]2[n:8]([CH2:27][CH3:28])[c:9]3[c:10]([cH:11][n:12][c:13]([CH2:15][c:16]4[cH:17][c:18]([C:19](=[O:20])[O:21][CH3:22])[cH:23][cH:24][cH:25]4)[cH:14]3)[n:26]2)[n:4][o:5][n:6]1.[OH-:29].[OH2:33]>>[NH2:1][c:2]1[c:3](-[c:7]2[n:8]([CH2:27][CH3:28])[c:9]3[c:10]([cH:11][n:12][c:13]([CH2:15][c:16]4[cH:17][c:18]([C:19](=[O:20])[OH:21])[cH:23][cH:24][cH:25]4)[cH:14]3)[n:26]2)[n:4][o:5][n:6]1. Reactants: CS(=O)C (DMSO), [H-].[Na+] (NaH), OCC1=C(C=CC=C1)C(C(=O)NC)=NOC (2-hydroxymethyl-α-methyoxyimino-N-methyl-benzeneacetamide), ClC=1C(=NC(=CC1)S(=O)(=O)C)C(=O)O (3-chloro-6-methylsulphonylpicolinic acid), t-butyl ester. The solvent is C(C)(=O)OCC (ethyl acetate), O (DI water), C1CCOC1 (THF), C1CCOC1 (THF). Run at time 20 minute. Yields the product CON=C(C(=O)NC)C1=C(C=CC=C1)COC1=NC(=C(C=C1)Cl)C(=O)OC(C)(C)C (α-(methoxyimino)-N-methyl-2-[[[5-chloro-6-(t-butoxycarbonyl)-2-pyridinyl]oxy]methyl]-benzeneacetamide). As a reaction SMILES: [OH:1][CH2:2][C:3]1[CH:8]=[CH:7][CH:6]=[CH:5][C:4]=1[C:9](=[N:14][O:15][CH3:16])[C:10]([NH:12][CH3:13])=[O:11].[H-].[Na+].[Cl:19][C:20]1[C:21]([C:30]([OH:32])=[O:31])=[N:22][C:23](S(C)(=O)=O)=[CH:24][CH:25]=1.CS(C)=O>C1COCC1.C(OCC)(=O)C.O>[CH3:16][O:15][N:14]=[C:9]([C:4]1[CH:5]=[CH:6][CH:7]=[CH:8][C:3]=1[CH2:2][O:1][C:23]1[CH:24]=[CH:25][C:20]([Cl:19])=[C:21]([C:30]([O:32][C:3]([CH3:8])([CH3:4])[CH3:2])=[O:31])[N:22]=1)[C:10]([NH:12][CH3:13])=[O:11] |f:1.2|. Procedure details: A 50 mL 3-neck round bottom flask equipped with a magnetic stirring bar and N2 inlet was charged with (0.55 g, 0.0024 mol) 2-hydroxymethyl-α-methyoxyimino-N-methyl-benzeneacetamide and 10 mL anhydrous THF. To the reaction was added (0.14 g, 0.003mol) 60% NaH with stirring under nitrogen for 20 minutes. To the reaction was then added 3-chloro-6-methylsulphonylpicolinic acid: t-butyl ester (0.900 g, 0.003 mol) dissolved in 8 mL anhydrous THF, then 2 mL DMSO and stirring for three hours under nitro...